From a dataset of the Open Reaction Database (ORD), a public repository of structured organic reaction records. describe an organic reaction: reactants, conditions, products, and yield As a reaction SMILES: [Br:19][CH2:20][c:21]1[n:22][cH:23][s:24][cH:25]1.[CH2:1]([CH3:2])[O:3][P:4](=[O:5])([O:6][CH2:7][CH3:8])[CH2:9][C:10](=[O:11])[O:12][C:13]([CH3:14])([CH3:15])[CH3:16].[CH3:26][N:27]([CH3:28])[CH:29]=[O:30].[CH3:31][c:32]1[cH:33][cH:34][cH:35][cH:36][cH:37]1.[H-:17].[Na+:18]>>[CH2:1]([CH3:2])[O:3][P:4](=[O:5])([O:6][CH2:7][CH3:8])[CH:9]([C:10](=[O:11])[O:12][C:13]([CH3:14])([CH3:15])[CH3:16])[CH2:20][c:21]1[n:22][cH:23][s:24][cH:25]1. Yields the product CCOP(=O)(OCC)C(Cc1cscn1)C(=O)OC(C)(C)C. Starting materials: BrCc1cscn1, CCOP(=O)(CC(=O)OC(C)(C)C)OCC, CN(C)C=O, Cc1ccccc1, [H-], [Na+]. The reactants are C(OCC)(OC1=CC=C(C=C1)S(=O)(=O)N1[C@H](C(NC2=CC=C(C=C12)F)=O)C)=O (Ethyl 4-{[(2S)-7-fluoro-2-methyl-3-oxo-3,4-dihydroquinoxalin-1(2H)-yl]sulfonyl}phenyl carbonate), ICC (iodoethane), C(C)[C@H]1C(N(C2=CC=C(C=C2N1S(=O)(=O)C1=CC=C(C=C1)O)F)CCC)=O ((3S)-3-ethyl-6-fluoro-4-[(4-hydroxyphenyl)sulfonyl]-1-propyl-3,4-dihydroquinoxalin-2(1H)-one). The product is C(C)N1C([C@@H](N(C2=CC(=CC=C12)F)S(=O)(=O)C1=CC=C(C=C1)O)C)=O ((3S)-1-ethyl-6-fluoro-4-[(4-hydroxyphenyl)sulfonyl]-3-methyl-3,4-dihydroquinoxalin-2(1H)-one). RXN SMILES: C(=O)(OC1C=CC(S(N2C3C(=CC=C(F)C=3)NC(=O)[C@@H]2C)(=O)=O)=CC=1)OCC.ICC.[CH2:32]([C@@H:34]1[N:43]([S:44]([C:47]2[CH:52]=[CH:51][C:50]([OH:53])=[CH:49][CH:48]=2)(=[O:46])=[O:45])[C:42]2[C:37](=[CH:38][CH:39]=[C:40]([F:54])[CH:41]=2)[N:36]([CH2:55][CH2:56]C)[C:35]1=[O:58])C>>[CH2:55]([N:36]1[C:37]2[C:42](=[CH:41][C:40]([F:54])=[CH:39][CH:38]=2)[N:43]([S:44]([C:47]2[CH:52]=[CH:51][C:50]([OH:53])=[CH:49][CH:48]=2)(=[O:46])=[O:45])[C@@H:34]([CH3:32])[C:35]1=[O:58])[CH3:56]. Procedure: Ethyl 4-{[(2S)-7-fluoro-2-methyl-3-oxo-3,4-dihydroquinoxalin-1(2H)-yl]sulfonyl}phenyl carbonate was treated with iodoethane according to the procedure for the preparation of (3S)-3-ethyl-6-fluoro-4-[(4-hydroxyphenyl)sulfonyl]-1-propyl-3,4-dihydroquinoxalin-2(1H)-one (see Example 20) to yield (3S)-1-ethyl-6-fluoro-4-[(4-hydroxyphenyl)sulfonyl]-3-methyl-3,4-dihydroquinoxalin-2(1H)-one. [α]D25=−67° (c=0.005 G/ML, DMSO); MS (ESI) m/z 365 ([M+H]+); MS (ESI) m/z 363 ([M−H]−); Anal. Calcd for C17H17FN2... Starting materials: O=C([O-])[O-], CCCCCC, CN(C)C=O, ClCc1ccc2ccccc2n1, [K+], [K+], O=Cc1cccc(O)c1. The product is O=Cc1cccc(OCc2ccc3ccccc3n2)c1. Reaction SMILES: [C:22](=[O:23])([O-:24])[O-:25].[CH3:28][CH2:29][CH2:30][CH2:31][CH2:32][CH3:33].[CH3:34][N:35]([CH3:36])[CH:37]=[O:38].[Cl:10][CH2:11][c:12]1[n:13][c:14]2[cH:15][cH:16][cH:17][cH:18][c:19]2[cH:20][cH:21]1.[K+:26].[K+:27].[OH:1][c:2]1[cH:3][c:4]([CH:5]=[O:6])[cH:7][cH:8][cH:9]1>>[O:1]([c:2]1[cH:3][c:4]([CH:5]=[O:6])[cH:7][cH:8][cH:9]1)[CH2:11][c:12]1[n:13][c:14]2[cH:15][cH:16][cH:17][cH:18][c:19]2[cH:20][cH:21]1. Starting materials: CS(=O)(=O)C1=NN=C(S1)N=C=O (5-methylsulfonyl-1,3,4-thiadiazol-2yl isocyanate), dimethyl acetal, C(C=C)NCCC=O (3-allylaminopropionaldehyde). Run in C1=CC=CC=C1 (benzene), C1=CC=CC=C1 (benzene). Product: dimethyl acetal, C(C=C)N(C(=O)NC=1SC(=NN1)S(=O)(=O)C)CCC=O (3-[1-allyl-3-(5-methylsulfonyl-1,3,4-thiadiazol-2-yl)ureido]propionaldehyde). As a reaction SMILES: [CH3:1][S:2]([C:5]1[S:9][C:8]([N:10]=[C:11]=[O:12])=[N:7][N:6]=1)(=[O:4])=[O:3].[CH2:13]([NH:16][CH2:17][CH2:18][CH:19]=[O:20])[CH:14]=[CH2:15]>C1C=CC=CC=1>[CH2:13]([N:16]([CH2:17][CH2:18][CH:19]=[O:20])[C:11]([NH:10][C:8]1[S:9][C:5]([S:2]([CH3:1])(=[O:4])=[O:3])=[N:6][N:7]=1)=[O:12])[CH:14]=[CH2:15]. Procedure details: A mixture of 5-methylsulfonyl-1,3,4-thiadiazol-2yl isocyanate dimer (0.05 mole), the dimethyl acetal of 3-allylaminopropionaldehyde (0.1 mole) and benzene (60 ml) are charged into a glass reaction vessel equipped with a mechanical stirrer and reflux condenser. The reaction mixture is heated at reflux for a period of about 15 minutes. After this time the mixture is stripped of benzene under reduced pressure to yield a solid product as the residue. The residue is then recrystallized to yield the d... The reactants are ClC=1N=C(C2=C(N1)C=C(S2)CN2CCN(CC2)S(=O)(=O)C)N2CCOCC2 (2-Chloro-6-(4-methanesulfonyl-piperazin-1-ylmethyl)-4-morpholin-4-yl-thieno[3,2-d]pyrimidine), C(=O)C=1C=C(C=NC1)B1OC(C)(C)C(C)(C)O1 (5-formylpyridine-3-boronic acid pinacol ester). The product is O1CCN(CC1)C=1C2=C(N=C(N1)C=1C=C(C=NC1)C=O)C=C(S2)CN2CCN(CC2)S(=O)(=O)C (5-(4-morpholino-6-((4-N-methylsulfonylpiperazin-1-yl)methyl)thieno[3,2-d]pyrimidin-2-yl)pyridine-3-carbaldehyde). Reaction SMILES: Cl[C:2]1[N:3]=[C:4]([N:22]2[CH2:27][CH2:26][O:25][CH2:24][CH2:23]2)[C:5]2[S:10][C:9]([CH2:11][N:12]3[CH2:17][CH2:16][N:15]([S:18]([CH3:21])(=[O:20])=[O:19])[CH2:14][CH2:13]3)=[CH:8][C:6]=2[N:7]=1.[CH:28]([C:30]1[CH:31]=[C:32](B2OC(C)(C)C(C)(C)O2)[CH:33]=[N:34][CH:35]=1)=[O:29]>>[O:25]1[CH2:26][CH2:27][N:22]([C:4]2[C:5]3[S:10][C:9]([CH2:11][N:12]4[CH2:17][CH2:16][N:15]([S:18]([CH3:21])(=[O:20])=[O:19])[CH2:14][CH2:13]4)=[CH:8][C:6]=3[N:7]=[C:2]([C:32]3[CH:31]=[C:30]([CH:28]=[O:29])[CH:35]=[N:34][CH:33]=3)[N:3]=2)[CH2:23][CH2:24]1. Procedure: 2-Chloro-6-(4-methanesulfonyl-piperazin-1-ylmethyl)-4-morpholin-4-yl-thieno[3,2-d]pyrimidine, prepared via General Procedure B-3, was reacted with 5-formylpyridine-3-boronic acid pinacol ester in General Procedure A. Purification on silica and ether trituration gave 241. NMR (CDCl3): 2.67-2.71 (4H, m), 2.81 (3H, s), 3.29-3.33 (4H, m), 3.89 (2H, s), 3.89-3.93 (4H, m), 4.08-4.12 (4H, m), 7.38 (1H, s), 9.18 (2H, m), 9.37 (1H, s), 10.25 (1H, s). MS (ESI+): MH+ 503.17 (100%)